Dataset: the Open Reaction Database (ORD), a public repository of structured organic reaction records. Task: describe an organic reaction: reactants, conditions, products, and yield Starting materials: ClC1=C(C(=CC=C1OC)Cl)NC(C1=C(C=CC(=C1)C1=CC(=CC=C1)F)F)=O (N-(2,6-dichloro-3-methoxy-phenyl)-2-fluoro-5-(3-fluorophenyl)benzamide). The solvent is C1CCOC1 (THF), C1CCOC1 (THF). Reaction conditions: temperature 60 celsius. Yields the product ClC1=C(NCC2=C(C=CC(=C2)C2=CC(=CC=C2)F)F)C(=CC=C1OC)Cl (2,6-Dichloro-N-[[2-fluoro-5-(3-fluorophenyl)phenyl]methyl]-3-methoxy-aniline). The yield is 76.1%. As a reaction SMILES: [Cl:1][C:2]1[C:7]([O:8][CH3:9])=[CH:6][CH:5]=[C:4]([Cl:10])[C:3]=1[NH:11][C:12](=O)[C:13]1[CH:18]=[C:17]([C:19]2[CH:24]=[CH:23][CH:22]=[C:21]([F:25])[CH:20]=2)[CH:16]=[CH:15][C:14]=1[F:26]>C1COCC1>[Cl:1][C:2]1[C:7]([O:8][CH3:9])=[CH:6][CH:5]=[C:4]([Cl:10])[C:3]=1[NH:11][CH2:12][C:13]1[CH:18]=[C:17]([C:19]2[CH:24]=[CH:23][CH:22]=[C:21]([F:25])[CH:20]=2)[CH:16]=[CH:15][C:14]=1[F:26]. Procedure details: To a solution of N-(2,6-dichloro-3-methoxy-phenyl)-2-fluoro-5-(3-fluorophenyl)benzamide (200 mg, 0.5 mmol, 1.0 eq) in dry THF (10 mL) was added a solution of BH3 (1M in THF, 2 mL, 2 mmol, 4.0 eq) dropwise. The solution was then heated at 60° C. overnight. The reaction was quenched by addition of MeOH, then concentrated and the residue obtained was purified by column chromatography (Petroleum ether:EtOAc, 10:1) to give the title compound (150 mg, 77%).